The task is: describe an organic reaction: reactants, conditions, products, and yield. This data is from the Open Reaction Database (ORD), a public repository of structured organic reaction records. Reactants: [Al+3], [Al+3], CCc1nc2c(C)cc(C)nc2n1Cc1ccc(NC2CCC(C(=O)N3CCN(C)CC3)CC2)cc1, C1CCOC1, [Cl-], [Cl-], [Cl-], [H-], [H-], [H-], [H-], [Li+], [Na+], [OH-]. Product: CCc1nc2c(C)cc(C)nc2n1Cc1ccc(NC2CCC(CN3CCN(C)CC3)CC2)cc1. Reaction SMILES: [Al+3:38].[Al+3:44].[CH2:1]([CH3:2])[c:3]1[n:4][c:5]2[c:6]([n:7][c:8]([CH3:12])[cH:9][c:10]2[CH3:11])[n:13]1[CH2:14][c:15]1[cH:16][cH:17][c:18]([NH:21][CH:22]2[CH2:23][CH2:24][CH:25]([C:28](=[O:29])[N:30]3[CH2:31][CH2:32][N:33]([CH3:36])[CH2:34][CH2:35]3)[CH2:26][CH2:27]2)[cH:19][cH:20]1.[CH2:49]1[O:50][CH2:51][CH2:52][CH2:53]1.[Cl-:43].[Cl-:45].[Cl-:46].[H-:37].[H-:40].[H-:41].[H-:42].[Li+:39].[Na+:48].[OH-:47]>>[CH2:1]([CH3:2])[c:3]1[n:4][c:5]2[c:6]([n:7][c:8]([CH3:12])[cH:9][c:10]2[CH3:11])[n:13]1[CH2:14][c:15]1[cH:16][cH:17][c:18]([NH:21][CH:22]2[CH2:23][CH2:24][CH:25]([CH2:28][N:30]3[CH2:31][CH2:32][N:33]([CH3:36])[CH2:34][CH2:35]3)[CH2:26][CH2:27]2)[cH:19][cH:20]1. The reactants are [NH4+].[OH-] (NH4OH), C(C)OC(=O)[C@@H]1[C@H](C1)C1=CC=C(C=C1)O[C@@H]1CCC2=C(C=CC(=C12)F)O ((1S,2S)-2-[4-((R)-7-Fluoro-4-hydroxy-indan-1-yloxy)-phenyl]-cyclopropanecarboxylic acid ethyl ester), C1(=CC=CC=C1)B(O)O (phenylboronic acid), C(C)OC(=O)[C@@H]1[C@H](C1)C1=CC=C(C=C1)O[C@@H]1CCC2=C(C=CC(=C12)F)O ((1S,2S)-2-[4-((R)-7-Fluoro-4-hydroxy-indan-1-yloxy)-phenyl]-cyclopropanecarboxylic acid ethyl ester), N1=CC=CC=C1 (pyridine). The reagents and catalysts are C(C)(=O)[O-].[Cu+2].C(C)(=O)[O-] (copper(II)acetate). The solvent is ClCCl (dichloromethane). Conditions: time 20 hour. Product: FC=1C=CC(=C2CC[C@H](C12)OC1=CC=C(C=C1)[C@@H]1[C@H](C1)C(=O)O)OC1=CC=CC=C1 ((1S,2S)-2-[4-((R)-7-Fluoro-4-phenoxy-indan-1-yloxy)-phenyl]-cyclopropanecarboxylic acid). Yield: 23.5%. RXN SMILES: C([O:3][C:4]([C@H:6]1[CH2:8][C@@H:7]1[C:9]1[CH:14]=[CH:13][C:12]([O:15][C@H:16]2[C:24]3[C:19](=[C:20]([OH:26])[CH:21]=[CH:22][C:23]=3[F:25])[CH2:18][CH2:17]2)=[CH:11][CH:10]=1)=[O:5])C.N1C=CC=CC=1.[C:33]1(B(O)O)[CH:38]=[CH:37][CH:36]=[CH:35][CH:34]=1.[NH4+].[OH-]>ClCCl.C([O-])(=O)C.[Cu+2].C([O-])(=O)C>[F:25][C:23]1[CH:22]=[CH:21][C:20]([O:26][C:33]2[CH:38]=[CH:37][CH:36]=[CH:35][CH:34]=2)=[C:19]2[C:24]=1[C@H:16]([O:15][C:12]1[CH:13]=[CH:14][C:9]([C@H:7]3[CH2:8][C@@H:6]3[C:4]([OH:3])=[O:5])=[CH:10][CH:11]=1)[CH2:17][CH2:18]2 |f:3.4,6.7.8|. Reported procedure: (1S,2S)-2-[4-((R)-7-Fluoro-4-hydroxy-indan-1-yloxy)-phenyl]-cyclopropanecarboxylic acid ethyl ester (Intermediate 5, 150 mg, 0.42 mmol), pyridine (dry; 0.133 mL, 1.68 mmol) and phenylboronic acid (308 mg, 2.53 mmol) are suspended in dichloromethane (10 mL), 4 Å molecular sieves and copper(II)acetate (153 mg, 1.52 mmol) are added and the mixture is stirred under oxygen atmosphere at room temperature for 20 h. NH4OH (2 M aqueous solution, 20 mL) is added and the mixture is extracted with dichlorom... Starting materials: COC=1C=C(C=CC1OC)C1=CC(N(CN1)C)=NC1=C(C=C(C=C1C)C)C (6-(3,4-dimethoxyphenyl)-3-methyl-1,2,3,4-tetrahydro-4-(2,4,6-trimethylphenylimino)pyrimidine), C(C)(=O)OC(C)=O (acetic anhydride), O (water). Run in N1=CC=CC=C1 (pyridine). Conditions: time 2.5 hour. The product is C(C)(=O)N1CN(C(C=C1C1=CC(=C(C=C1)OC)OC)=NC1=C(C=C(C=C1C)C)C)C (1-acetyl-6-(3,4-dimethoxyphenyl)-3-methyl-1,2,3,4-tetrahydro-4-(2,4,6-trimethylphenylimino)pyrimidine). Reaction SMILES: [CH3:1][O:2][C:3]1[CH:4]=[C:5]([C:11]2[NH:16][CH2:15][N:14]([CH3:17])[C:13](=[N:18][C:19]3[C:24]([CH3:25])=[CH:23][C:22]([CH3:26])=[CH:21][C:20]=3[CH3:27])[CH:12]=2)[CH:6]=[CH:7][C:8]=1[O:9][CH3:10].[C:28](OC(=O)C)(=[O:30])[CH3:29].O>N1C=CC=CC=1>[C:28]([N:16]1[C:11]([C:5]2[CH:6]=[CH:7][C:8]([O:9][CH3:10])=[C:3]([O:2][CH3:1])[CH:4]=2)=[CH:12][C:13](=[N:18][C:19]2[C:24]([CH3:25])=[CH:23][C:22]([CH3:26])=[CH:21][C:20]=2[CH3:27])[N:14]([CH3:17])[CH2:15]1)(=[O:30])[CH3:29]. Procedure details: To a solution of 6-(3,4-dimethoxyphenyl)-3-methyl-1,2,3,4-tetrahydro-4-(2,4,6-trimethylphenylimino)pyrimidine (0.5 g) in pyridine (5 ml) was added acetic anhydride (1.0 ml), and the mixture was stirred at ambient temperature for 2.5 hours. The mixture was poured into water (150 ml) and extracted with chloroform. The organic layer was washed with brine, dried over sodium sulfate, and evaporated. The residue was chromatographed on silica gel eluting with chloroform to give 1-acetyl-6-(3,4-dimethox... Starting materials: [OH-].[Na+] (sodium hydroxide), C(C)(C)(C)C1=CC=C(C=C1)S (para-(t-butyl)-thiophenol), O (water), C1(CCCCC1)N=NC1(CCCCC1)Cl (1-cyclohexylazo-1-chlorocyclohexane). The solvent is CO (methanol). Run at time 15 minute. Product: C1(CCCCC1)N=NC1(CCCCC1)SC1=CC=C(C=C1)C(C)(C)C (1-Cyclohexylazo-1-[para(t-butyl)thiophenoxy]-cyclohexane). As a reaction SMILES: [OH-].[Na+].[C:3]([C:7]1[CH:12]=[CH:11][C:10]([SH:13])=[CH:9][CH:8]=1)([CH3:6])([CH3:5])[CH3:4].[CH:14]1([N:20]=[N:21][C:22]2(Cl)[CH2:27][CH2:26][CH2:25][CH2:24][CH2:23]2)[CH2:19][CH2:18][CH2:17][CH2:16][CH2:15]1.O>CO>[CH:22]1([N:21]=[N:20][C:14]2([S:13][C:10]3[CH:9]=[CH:8][C:7]([C:3]([CH3:6])([CH3:4])[CH3:5])=[CH:12][CH:11]=3)[CH2:19][CH2:18][CH2:17][CH2:16][CH2:15]2)[CH2:23][CH2:24][CH2:25][CH2:26][CH2:27]1 |f:0.1|. Procedure details: To a stirred solution of 4.96 grams (0.062 moles) of 50% sodium hydroxide in 100 ml of methanol in a 250 ml erlenmeyer flask was added 10.45 grams (0.063 moles) of para-(t-butyl)-thiophenol and the solution stirred for 15 minutes at room temperature. The solution was cooled to 5° C and 13.7 grams (.06 moles) of 1-cyclohexylazo-1-chlorocyclohexane (from Example 3-11) was added dropwise over 20 minutes while holding the reaction temperature at 5° to 10° C with a cold water bath. After the addition... Starting materials: C(C)SC1=NC2=C(N1C1=CC=C(C=C1)F)C=C(C=C2)C=2C(=NN(C2)C(C2=CC=CC=C2)(C2=CC=CC=C2)C2=CC=CC=C2)C2=CC=C(C=C2)F (2-(ethylsulfanyl)-1-(4-fluorophenyl)-6-[3-(4-fluorophenyl)-1-trityl-1H-4-pyrazolyl]-1H-benzo[d]imidazole), Cl (hydrochloride). The product is Cl.Cl.C(C)SC1=NC2=C(N1C1=CC=C(C=C1)F)C=C(C=C2)C=2C(=NNC2)C2=CC=C(C=C2)F (2-(Ethylsulfanyl)-1-(4-fluorophenyl)-6-[3-(4-fluorophenyl)-1H-4-pyrazolyl]-1H-benzo[d]imidazole dihydrochloride). Reaction SMILES: [CH2:1]([S:3][C:4]1[N:8]([C:9]2[CH:14]=[CH:13][C:12]([F:15])=[CH:11][CH:10]=2)[C:7]2[CH:16]=[C:17]([C:20]3[C:21]([C:44]4[CH:49]=[CH:48][C:47]([F:50])=[CH:46][CH:45]=4)=[N:22][N:23](C(C4C=CC=CC=4)(C4C=CC=CC=4)C4C=CC=CC=4)[CH:24]=3)[CH:18]=[CH:19][C:6]=2[N:5]=1)[CH3:2].[ClH:51]>>[ClH:51].[ClH:51].[CH2:1]([S:3][C:4]1[N:8]([C:9]2[CH:14]=[CH:13][C:12]([F:15])=[CH:11][CH:10]=2)[C:7]2[CH:16]=[C:17]([C:20]3[C:21]([C:44]4[CH:45]=[CH:46][C:47]([F:50])=[CH:48][CH:49]=4)=[N:22][NH:23][CH:24]=3)[CH:18]=[CH:19][C:6]=2[N:5]=1)[CH3:2] |f:2.3.4|. Procedure details: A solution mixture of 7.2 g 2-(ethylsulfanyl)-6-[3-(4-fluorophenyl)-1-trityl-1H-4-pyrazolyl]-1H-benzo[d]imidazole obtained in Production Example 73, 3.5 g 4-fluorophenylboronic acid, 3.4 g copper (II) acetate, 2.0 mL pyridine, 4.6 g of 4 Å molecular sieves and 140 mL dichloromethane was stirred at room temperature for 96 hours. The reaction mixture was filtered through Celite, the solvent was evaporated, and the residue was purified by silica gel chromatography (hexane/ethyl acetate) to give 1.0... Reactants: O (water), [Cl-].[Al+3].[Cl-].[Cl-] (aluminum chloride), FC1=CC(=C(C=C1)C)SC (4-fluoro-2-methylthiotoluene), COCCl (chloromethyl methyl ether). Solvent: C(=S)=S (carbon disulfide). Reaction conditions: time 30 minute. Product: ClCC=1C(=CC(=C(C1)C)SC)F (5-chloromethyl-4-fluoro-2methylthiotoluene). Reaction SMILES: [Cl-].[Al+3].[Cl-].[Cl-].CO[CH2:7][Cl:8].[F:9][C:10]1[CH:15]=[CH:14][C:13]([CH3:16])=[C:12]([S:17][CH3:18])[CH:11]=1.O>C(=S)=S>[Cl:8][CH2:7][C:15]1[C:10]([F:9])=[CH:11][C:12]([S:17][CH3:18])=[C:13]([CH3:16])[CH:14]=1 |f:0.1.2.3|. Reported procedure: To a suspension of aluminum chloride (29 g) in carbon disulfide (300 ml) is added chloromethyl methyl ether (17 ml), and the mixture is stirred for 30 minutes. To the mixture is added 4-fluoro-2-methylthiotoluene (17.2 g), and the mixture is stirred at room temperature for 2 hours. To the reaction mixture is added water, and the mixture is extracted with diethyl ether. The extract is washed with water, dried over anhydrous sodium sulfate, and concentrated under reduced pressure to give 5-chlorom... The reactants are OC1=NC=C(C=C1)Br (2-hydroxy-5-bromo-pyridine), CI (MeI). Solvent: CCOC(=O)C (EtOAc), CN(C)C=O (DMF). Conditions: time 8 hour. Product: BrC=1C=CC(N(C1)C)=O (5-bromo-1-methylpyridin-2(1H)-one). Reaction SMILES: [OH:1][C:2]1[CH:7]=[CH:6][C:5]([Br:8])=[CH:4][N:3]=1.[CH3:9]I>CN(C=O)C.CCOC(C)=O>[Br:8][C:5]1[CH:6]=[CH:7][C:2](=[O:1])[N:3]([CH3:9])[CH:4]=1. Procedure: To a solution of 2-hydroxy-5-bromo-pyridine (3.00 g, 17.3 mmol) in anhydrous DMF (25 mL) is added MeI (2.95 g, 20.76 mmol, 1.2 eq.). The mixture is stirred overnight at rt. The solution is diluted with EtOAc (200 mL) and extracted with H2O (4×100 mL). The organic extract is dried over Na2SO4 and the solvent removed under reduced pressure. The crude product is purified by silica gel chromatography eluting first with hexane/acetone (4:1) followed by elution with hexane/acetone (1:1) to yield the t... The reactants are c1ccc2c(c1)CNC2, Cc1ccc(-c2oncc2C(=O)Cl)cc1, ClCCl. The product is Cc1ccc(-c2oncc2C(=O)N2Cc3ccccc3C2)cc1. Reaction SMILES: [CH2:16]1[NH:17][CH2:18][c:19]2[cH:20][cH:21][cH:22][cH:23][c:24]21.[CH3:1][c:2]1[cH:3][cH:4][c:5](-[c:8]2[c:9]([C:13](=[O:14])[Cl:15])[cH:10][n:11][o:12]2)[cH:6][cH:7]1.[Cl:25][CH2:26][Cl:27]>>[CH3:1][c:2]1[cH:3][cH:4][c:5](-[c:8]2[c:9]([C:13](=[O:14])[N:17]3[CH2:16][c:24]4[c:19]([cH:20][cH:21][cH:22][cH:23]4)[CH2:18]3)[cH:10][n:11][o:12]2)[cH:6][cH:7]1. Run in CC(=O)C (acetone). Yield: 93.9%. Procedure: To a solution of 3,4-dichloroaniline (2.6 g; 2 eq.) in a 1/1 acetone/water mixture (30 ml) is added dropwise at 0° C. a solution of 2-chloro-3-nitro-5-trifluoromethylbenzoyl chloride (2.3 g; 1 eq.) in acetone (10 ml). After 18 hours at room temperature, 20 ml of water are added. The resulting solid is filtered off by suction, washed with water and dried. 3.1 g of N-(3,4-dichlorophenyl)-2-chloro-3-nitro-5-trifluoromethylbenzamide are obtained (m.p.=202° C.). Product: ClC=1C=C(C=CC1Cl)NC(C1=C(C(=CC(=C1)C(F)(F)F)[N+](=O)[O-])Cl)=O (N-(3,4-dichlorophenyl)-2-chloro-3-nitro-5-trifluoromethylbenzamide). Starting materials: O (water), ClC=1C=C(N)C=CC1Cl (3,4-dichloroaniline), CC(=O)C.O (acetone water), ClC1=C(C(=O)Cl)C=C(C=C1[N+](=O)[O-])C(F)(F)F (2-chloro-3-nitro-5-trifluoromethylbenzoyl chloride). RXN SMILES: [Cl:1][C:2]1[CH:3]=[C:4]([CH:6]=[CH:7][C:8]=1[Cl:9])[NH2:5].CC(C)=O.O.[Cl:15][C:16]1[C:24]([N+:25]([O-:27])=[O:26])=[CH:23][C:22]([C:28]([F:31])([F:30])[F:29])=[CH:21][C:17]=1[C:18](Cl)=[O:19].O>CC(C)=O>[Cl:1][C:2]1[CH:3]=[C:4]([NH:5][C:18](=[O:19])[C:17]2[CH:21]=[C:22]([C:28]([F:31])([F:30])[F:29])[CH:23]=[C:24]([N+:25]([O-:27])=[O:26])[C:16]=2[Cl:15])[CH:6]=[CH:7][C:8]=1[Cl:9] |f:1.2|. Conditions: time 18 hour. Reactants: C(C1=CC=CC=C1)N1CC2(CC1)CC(C1=CC=CC=C12)O (1'-benzyl-3-hydroxyspiro[indan-1,3'-pyrrolidine]), C(C)(=O)OC(C)=O (acetic anhydride), [OH-].[Na+] (caustic soda). Run in N1=CC=CC=C1 (pyridine). Product: C(C1=CC=CC=C1)N1CC2(CC1)CC(C1=CC=CC=C12)OC(C)=O (1'-Benzyl-3-acetoxyspiro[indan-1,3'-pyrrolidine]). RXN SMILES: [CH2:1]([N:8]1[CH2:12][CH2:11][C:10]2([C:20]3[C:15](=[CH:16][CH:17]=[CH:18][CH:19]=3)[CH:14]([OH:21])[CH2:13]2)[CH2:9]1)[C:2]1[CH:7]=[CH:6][CH:5]=[CH:4][CH:3]=1.[C:22](OC(=O)C)(=[O:24])[CH3:23].[OH-].[Na+]>N1C=CC=CC=1>[CH2:1]([N:8]1[CH2:12][CH2:11][C:10]2([C:20]3[C:15](=[CH:16][CH:17]=[CH:18][CH:19]=3)[CH:14]([O:21][C:22](=[O:24])[CH3:23])[CH2:13]2)[CH2:9]1)[C:2]1[CH:3]=[CH:4][CH:5]=[CH:6][CH:7]=1 |f:2.3|. Procedure: 56.0 g of 1'-benzyl-3-hydroxyspiro[indan-1,3'-pyrrolidine] are stirred at room temperature with 120 cc of pyridine and 120 cc of acetic anhydride for 20 hours. The mixture is then poured on ice, is made alkaline with 2 N caustic soda solution and is extracted thrice with 250 cc amounts of ether. The ether phase is washed with water, dried over sodium sulphate and concentrated by evaporation. 1'-Benzyl-3-acetoxyspiro[indan-1,3'-pyrrolidine] is obtained as light yellow oil, which is used for the n...